This data is from the Open Reaction Database (ORD), a public repository of structured organic reaction records. The task is: describe an organic reaction: reactants, conditions, products, and yield Starting materials: CS(=O)(=O)O.S1CNC2=C1C=C(C=C2)CCN(C)C[C@@H]2CCCC1=C(C=CC=C21)OC (N-[2-(2,3-Dihydro-benzothiazol-6-yl)ethyl]-N-[(R)-(+)-5-methoxy-1,2,3,4-tetrahydronaphthalen-1-ylmethyl]-N-methylamine methanesulfonate), ClC1=CC(=CC=C1)C(=O)OO (m-chloroperbenzoic acid). Yields the product CS(=O)(=O)O.O=S1(CCC2=C1C=C(C=C2)CCN(C)C[C@@H]2CCCC1=C(C=CC=C21)OC)=O (N-[2-(1,1-Dioxo-2,3-dihydrobenzothiophen-6-yl)ethyl]-N-[(R)-(+)-5-methoxy-1,2,3,4-tetrahydronaphthalen-1-ylmethyl]-N-methylamine methanesulfonate). RXN SMILES: [CH3:1][S:2]([OH:5])(=[O:4])=[O:3].S1[C:10]2[CH:11]=[C:12]([CH2:15][CH2:16][N:17]([CH2:19][C@H:20]3[C:29]4[C:24](=[C:25]([O:30][CH3:31])[CH:26]=[CH:27][CH:28]=4)[CH2:23][CH2:22][CH2:21]3)[CH3:18])[CH:13]=[CH:14][C:9]=2NC1.Cl[C:33]1C=CC=C(C(OO)=O)C=1>>[CH3:1][S:2]([OH:5])(=[O:4])=[O:3].[O:3]=[S:2]1(=[O:5])[C:1]2[CH:13]=[C:12]([CH2:15][CH2:16][N:17]([CH2:19][C@H:20]3[C:29]4[C:24](=[C:25]([O:30][CH3:31])[CH:26]=[CH:27][CH:28]=4)[CH2:23][CH2:22][CH2:21]3)[CH3:18])[CH:11]=[CH:10][C:9]=2[CH2:14][CH2:33]1 |f:0.1,3.4|. Reported procedure: The product from Example 54 is treated with two equivalents of m-chloroperbenzoic acid to yield the title compound.